This data is from the Open Reaction Database (ORD), a public repository of structured organic reaction records. The task is: describe an organic reaction: reactants, conditions, products, and yield Starting materials: CC(C)(C)OC(=O)Nc1ccc(O)c2ccccc12, O=C([O-])[O-], CCOC(C)=O, CC#N, ClCCBr, [K+], [K+]. The product is CC(C)(C)OC(=O)Nc1ccc(OCCCl)c2ccccc12. Reaction SMILES: [C:1]([CH3:2])([CH3:3])([CH3:4])[O:5][C:6](=[O:7])[NH:8][c:9]1[cH:10][cH:11][c:12]([OH:19])[c:13]2[cH:14][cH:15][cH:16][cH:17][c:18]12.[C:20](=[O:21])([O-:22])[O-:23].[CH3:30][CH2:31][O:32][C:33](=[O:34])[CH3:35].[CH3:36][C:37]#[N:38].[Cl:26][CH2:27][CH2:28][Br:29].[K+:24].[K+:25]>>[C:1]([CH3:2])([CH3:3])([CH3:4])[O:5][C:6](=[O:7])[NH:8][c:9]1[cH:10][cH:11][c:12]([O:19][CH2:28][CH2:27][Cl:26])[c:13]2[cH:14][cH:15][cH:16][cH:17][c:18]12. Starting materials: C(C)(=O)C1=C(C=C(C(=C1)C(C)=O)O)N (4,6-Diacetyl-3-aminophenol), O (water), C(=O)([O-])[O-].[K+].[K+] (K2CO3), C(C=C)Br (allyl bromide). The solvent is CN(C=O)C (dimethylformamide). The product is C(C=C)OC=1C=C(N)C(=CC1C(C)=O)C(C)=O (3-Allyloxy-4,6-diacetyl aniline). RXN SMILES: [C:1]([C:4]1[CH:9]=[C:8]([C:10](=[O:12])[CH3:11])[C:7]([OH:13])=[CH:6][C:5]=1[NH2:14])(=[O:3])[CH3:2].C([O-])([O-])=O.[K+].[K+].[CH2:21](Br)[CH:22]=[CH2:23].O>CN(C)C=O>[CH2:23]([O:13][C:7]1[CH:6]=[C:5]([C:4]([C:1](=[O:3])[CH3:2])=[CH:9][C:8]=1[C:10](=[O:12])[CH3:11])[NH2:14])[CH:22]=[CH2:21] |f:1.2.3|. Reported procedure: Treatment of the product of step (b) (1.5 g) with K2CO3 (1 equivalent) and allyl bromide (2 equivalents) in dimethylformamide (20 ml) at 70° C. for 21/2 hours followed by dilution with water at 70° C. afforded the sub-title product, as a pale yellow solid (83%) mp 131°-134°. Starting materials: OCC1=NC=CC(=C1C)SCCN1CC2=CC=CC=C2CC1 (2-hydroxymethyl-3-methyl-4-(2-(1,2,3,4-tetrahydroisoquinolin-2-yl)ethylthio)pyridine), SC1=NC2=NC=CC=C2N1 (2-mercaptoimidazo[5,4-b]pyridine). Yields the product CC=1C(=NC=CC1SCCN1CC2=CC=CC=C2CC1)CSC1=NC2=NC=CC=C2N1 (2-((3-methyl-4-(2-(1,2,3,4-tetrahydroisoquinolin-2-yl)ethylthio)-2-pyridyl)methylthio)imidazo[5,4-b]pyridine). As a reaction SMILES: O[CH2:2][C:3]1[C:8]([CH3:9])=[C:7]([S:10][CH2:11][CH2:12][N:13]2[CH2:22][CH2:21][C:20]3[C:15](=[CH:16][CH:17]=[CH:18][CH:19]=3)[CH2:14]2)[CH:6]=[CH:5][N:4]=1.[SH:23][C:24]1[NH:32][C:31]2[C:26](=[N:27][CH:28]=[CH:29][CH:30]=2)[N:25]=1>>[CH3:9][C:8]1[C:3]([CH2:2][S:23][C:24]2[NH:32][C:31]3[C:26](=[N:27][CH:28]=[CH:29][CH:30]=3)[N:25]=2)=[N:4][CH:5]=[CH:6][C:7]=1[S:10][CH2:11][CH2:12][N:13]1[CH2:22][CH2:21][C:20]2[C:15](=[CH:16][CH:17]=[CH:18][CH:19]=2)[CH2:14]1. Reported procedure: The same reaction as in Example 1 was carried out using 2-hydroxymethyl-3-methyl-4-(2-(1,2,3,4-tetrahydroisoquinolin-2-yl)ethylthio)pyridine in place of 2-hydroxymethyl-3-methyl-4-(2-morpholinoethylthio)pyridine and 2-mercaptoimidazo[5,4-b]pyridine in place of 2-mercaptobenzimidazole to give 2-((3-methyl-4-(2-(1,2,3,4-tetrahydroisoquinolin-2-yl)ethylthio)-2-pyridyl)methylthio)imidazo[5,4-b]pyridine as crystals, melting point 180° C. Starting materials: S1C2=C(C=C1B(O)O)C=CC=C2 (benzo[b]thiophene-2-boronic acid), ClC1=NC=C(C(=N1)Cl)C (2,4-dichloro-5-methyl-pyrimidine), NC1CC(NC(C1)(C)C)(C)C (4-amino-2,2,6,6-tetramethylpiperidine). The product is S1C2=C(C=C1C1=NC(=NC=C1C)NC1CC(NC(C1)(C)C)(C)C)C=CC=C2 ((4-Benzo[b]thiophen-2-yl-5-methyl-pyrimidin-2-yl)-(2,2,6,6-tetramethyl-piperidin-4-yl)-amine). Reaction SMILES: [S:1]1[C:5](B(O)O)=[CH:4][C:3]2[CH:9]=[CH:10][CH:11]=[CH:12][C:2]1=2.Cl[C:14]1[N:19]=[C:18](Cl)[C:17]([CH3:21])=[CH:16][N:15]=1.[NH2:22][CH:23]1[CH2:28][C:27]([CH3:30])([CH3:29])[NH:26][C:25]([CH3:32])([CH3:31])[CH2:24]1>>[S:1]1[C:5]([C:16]2[C:17]([CH3:21])=[CH:18][N:19]=[C:14]([NH:22][CH:23]3[CH2:24][C:25]([CH3:32])([CH3:31])[NH:26][C:27]([CH3:30])([CH3:29])[CH2:28]3)[N:15]=2)=[CH:4][C:3]2[CH:9]=[CH:10][CH:11]=[CH:12][C:2]1=2. Procedure details: The title compound was prepared analogous to Steps B and C of Method A, starting from benzo[b]thiophene-2-boronic acid, 2,4-dichloro-5-methyl-pyrimidine and 4-amino-2,2,6,6-tetramethylpiperidine.